Dataset: the Open Reaction Database (ORD), a public repository of structured organic reaction records. Task: describe an organic reaction: reactants, conditions, products, and yield The reactants are CCOC(=O)c1nc(-c2csc(-c3ccc(OCC)c(OCC)c3)n2)ccc1O, CCO, Cl, [Na+], [OH-], O. The product is CCOc1ccc(-c2nc(-c3ccc(O)c(C(=O)O)n3)cs2)cc1OCC. As a reaction SMILES: [CH2:4]([CH3:5])[O:6][c:7]1[cH:8][c:9](-[c:16]2[s:17][cH:18][c:19](-[c:21]3[n:22][c:23]([C:28](=[O:29])[O:30][CH2:31][CH3:32])[c:24]([OH:27])[cH:25][cH:26]3)[n:20]2)[cH:10][cH:11][c:12]1[O:13][CH2:14][CH3:15].[CH3:34][CH2:35][OH:36].[ClH:33].[Na+:2].[OH-:1].[OH2:3]>>[CH2:4]([CH3:5])[O:6][c:7]1[cH:8][c:9](-[c:16]2[s:17][cH:18][c:19](-[c:21]3[n:22][c:23]([C:28](=[O:29])[OH:30])[c:24]([OH:27])[cH:25][cH:26]3)[n:20]2)[cH:10][cH:11][c:12]1[O:13][CH2:14][CH3:15].